From a dataset of the Open Reaction Database (ORD), a public repository of structured organic reaction records. describe an organic reaction: reactants, conditions, products, and yield The reactants are C(C)(=O)O (acetic acid), ClC=1C(=CC=2C(=NC=3N(C=C(C(C3C2)=O)C(=O)O)C)C1)F (8-chloro-7-fluoro-1-methyl-4-oxo-1,4-dihydrobenzo[b][1,8]naphthyridine-3-carboxylic acid), FC1=CC=C(C=C1)C1NCCNC1 ((RS)-2-(4-fluorophenyl)piperazine), O (water). Solvent: N1=CC=CC=C1 (pyridine). Run at temperature 115 celsius. Product: FC1=CC=2C(=NC=3N(C=C(C(C3C2)=O)C(=O)O)C)C=C1N1CC(NCC1)C1=CC=C(C=C1)F ((RS)-7-fluoro-8-[3-(4-fluorophenyl)-1-piperazinyl]-1-methyl-4-oxo-1,4-dihydrobenzo[b ][1,8]naphthyridine-3-carboxylic acid). The yield is 46.8%. As a reaction SMILES: Cl[C:2]1[C:3]([F:21])=[CH:4][C:5]2[C:6]([CH:20]=1)=[N:7][C:8]1[N:9]([CH3:19])[CH:10]=[C:11]([C:16]([OH:18])=[O:17])[C:12](=[O:15])[C:13]=1[CH:14]=2.[F:22][C:23]1[CH:28]=[CH:27][C:26]([CH:29]2[CH2:34][NH:33][CH2:32][CH2:31][NH:30]2)=[CH:25][CH:24]=1.O.C(O)(=O)C>N1C=CC=CC=1>[F:21][C:3]1[C:2]([N:33]2[CH2:32][CH2:31][NH:30][CH:29]([C:26]3[CH:27]=[CH:28][C:23]([F:22])=[CH:24][CH:25]=3)[CH2:34]2)=[CH:20][C:6]2=[N:7][C:8]3[N:9]([CH3:19])[CH:10]=[C:11]([C:16]([OH:18])=[O:17])[C:12](=[O:15])[C:13]=3[CH:14]=[C:5]2[CH:4]=1. Procedure details: A suspension of 8-chloro-7-fluoro-1-methyl-4-oxo-1,4-dihydrobenzo[b][1,8]naphthyridine-3-carboxylic acid (1.6 g) and (RS)-2-(4-fluorophenyl)piperazine (3.7 g) in pyridine (16 cc) is heated to a temperature in the region of 115° C. for 24 hours. The reaction mixture is concentrated under reduced pressure (20 kPa) at approximately 60° C. The residue is taken up with ethanol (40 cc) and concentrated again under reduced pressure under the above conditions. The solid obtained is taken up with water (... Reactants: CCCCCCCCCCBr, O=C([O-])[O-], CCC(C)=O, Oc1ccc(Br)cc1F, [K+], [K+]. The product is CCCCCCCCCCOc1ccc(Br)cc1F. Reaction SMILES: [Br:1][CH2:2][CH2:3][CH2:4][CH2:5][CH2:6][CH2:7][CH2:8][CH2:9][CH2:10][CH3:11].[C:21](=[O:22])([O-:23])[O-:24].[CH2:27]([C:28]([CH3:29])=[O:30])[CH3:31].[F:12][c:13]1[c:14]([OH:20])[cH:15][cH:16][c:17]([Br:19])[cH:18]1.[K+:25].[K+:26]>>[CH2:2]([CH2:3][CH2:4][CH2:5][CH2:6][CH2:7][CH2:8][CH2:9][CH2:10][CH3:11])[O:20][c:14]1[c:13]([F:12])[cH:18][c:17]([Br:19])[cH:16][cH:15]1. Starting materials: Cl (hydrochloric acid), [Li] (lithium), C(C)(=O)C=1C(=NC(=NC1)Cl)C(=O)O (5-acetyl-2-chloro-4-pyrimidinecarboxylic acid), C([O-])(O)=O.[Na+] (sodium bicarbonate). The reagents and catalysts are [Pd] (palladium on carbon). The solvent is O (water). Reaction conditions: time 8 hour. The product is C(C)(=O)C=1C(=NC=NC1)C(=O)O (5-acetyl-4-pyrimidinecarboxylic acid). As a reaction SMILES: [Li].[C:2]([C:5]1[C:6]([C:12]([OH:14])=[O:13])=[N:7][C:8](Cl)=[N:9][CH:10]=1)(=[O:4])[CH3:3].C(=O)(O)[O-].[Na+].Cl>O.[Pd]>[C:2]([C:5]1[C:6]([C:12]([OH:14])=[O:13])=[N:7][CH:8]=[N:9][CH:10]=1)(=[O:4])[CH3:3] |f:2.3,^1:0|. Reported procedure: To a mixture of the lithium salt of 5-acetyl-2-chloro-4-pyrimidinecarboxylic acid (1.1 g, 4.90 mmol) and sodium bicarbonate (0.5 g, 5.95 mmol) in 20 ml of water is added 10% palladium on carbon (0.1 g), and the reaction mixture is kept under H2 overnight. It is then acidified with 1M hydrochloric acid (6 ml) and concentrated. The resulting solid is filtered, rinsed with water and dried to give 5-acetyl-4-pyrimidinecarboxylic acid. Starting materials: C(C)[C@@H]1[C@@H]2C=3CC=C(CC3CC[C@H]2[C@H]2CC[C@H]([C@@]2(C)C1)CO)OC ((11β,14β,17α)-11-ethyl-3-methoxyestra-2,5(10)-diene-17-methanol), Cl (hydrochloric acid), O (Water), C(O)([O-])=O.[Na+] (sodium hydrogencarbonate). Solvent: O1CCCC1 (tetrahydrofuran). Reaction conditions: time 30 minute. Product: C(C)[C@@H]1[C@@H]2C=3CCC(CC3CC[C@H]2[C@H]2CC[C@H]([C@@]2(C)C1)CO)=O ((11β,14β,17α)-11-ethyl-17-(hydroxymethyl)estr-5(10)-en-3-one). Yield: 104.4%. Reaction SMILES: [CH2:1]([C@H:3]1[CH2:20][C@@:18]2([CH3:19])[C@H:14]([CH2:15][CH2:16][C@H:17]2[CH2:21][OH:22])[C@H:13]2[C@H:4]1[C:5]1[CH2:6][CH:7]=[C:8]([O:23]C)[CH2:9][C:10]=1[CH2:11][CH2:12]2)[CH3:2].Cl.C(=O)([O-])O.[Na+].O>O1CCCC1>[CH2:1]([C@H:3]1[CH2:20][C@@:18]2([CH3:19])[C@H:14]([CH2:15][CH2:16][C@H:17]2[CH2:21][OH:22])[C@H:13]2[C@H:4]1[C:5]1[CH2:6][CH2:7][C:8](=[O:23])[CH2:9][C:10]=1[CH2:11][CH2:12]2)[CH3:2] |f:2.3|. Procedure details: xi)—A solution of (11β,14β,17α)-11-ethyl-3-methoxyestra-2,5(10)-diene-17-methanol (3.3 g) in tetrahydrofuran (30 ml) was treated with hydrochloric acid (2 M, 10 ml). The reaction mixture was stirred at room temperature for 30 min. and then neutralized with a saturated aqueous solution of sodium hydrogencarbonate. Water was added and the product was extracted into ethyl acetate. The combined organic phases were washed with brine, dried over sodium sulfate and concentrated under reduced pressure, ... Starting materials: C(C#C)(=O)OCCOCCOC (2-(2-methoxyethoxy)ethyl propiolate), C(CCC)[Li] (n-butyllithium), COC=1C=C(C=O)C=C(C1OC)OC (3,4,5-trimethoxy-benzaldehyde), [Cl-].[NH4+] (ammonium chloride). Solvent: O1CCCC1 (tetrahydrofuran), O1CCCC1 (tetrahydrofuran). Conditions: time 10 minute. Product: OC(C#CC(=O)OCCOCCOC)C1=CC(=C(C(=C1)OC)OC)OC (2-(2-methoxyethoxy)ethyl 4-hydroxy-4-(3,4,5-trimethoxyphenyl)-2-butynoate). Reaction SMILES: [C:1]([O:5][CH2:6][CH2:7][O:8][CH2:9][CH2:10][O:11][CH3:12])(=[O:4])[C:2]#[CH:3].C([Li])CCC.[CH3:18][O:19][C:20]1[CH:21]=[C:22]([CH:25]=[C:26]([O:30][CH3:31])[C:27]=1[O:28][CH3:29])[CH:23]=[O:24].[Cl-].[NH4+]>O1CCCC1>[OH:24][CH:23]([C:22]1[CH:25]=[C:26]([O:30][CH3:31])[C:27]([O:28][CH3:29])=[C:20]([O:19][CH3:18])[CH:21]=1)[C:3]#[C:2][C:1]([O:5][CH2:6][CH2:7][O:8][CH2:9][CH2:10][O:11][CH3:12])=[O:4] |f:3.4|. Reported procedure: A solution of 10 g (58 mmol) of 2-(2-methoxyethoxy)ethyl propiolate in 80 ml of tetrahydrofuran was treated at -78° under argon with 36 ml of n-butyllithium (1.6M in hexane). The mixture was stirred at -78° for 10 minutes and then a solution of 11.4 g (58 mmol) of 3,4,5-trimethoxy-benzaldehyde in 60 ml of tetrahydrofuran was added within 30 minutes. The reaction mixture was stirred at -78° for a further 30 minutes, then brought to room temperature and treated with 150 ml of saturated ammonium ch... The reactants are ClC1=CC=C(S1)C=1N=C(SC1)N (4-(5-chloro-2-thienyl)-1,3-thiazol-2-amine), C(CC)C1=CC=C(C=C1)S(=O)(=O)Cl (4-n-propylbenzenesulfonyl chloride). Yields the product ClC1=CC=C(S1)C=1N=C(SC1)NS(=O)(=O)C1=CC=C(C=C1)CCC (N-[4-(5-chloro-2-thienyl)-1,3-thiazol-2-yl]-4-propylbenzenesulfonamide), solid. As a reaction SMILES: [Cl:1][C:2]1[S:6][C:5]([C:7]2[N:8]=[C:9]([NH2:12])[S:10][CH:11]=2)=[CH:4][CH:3]=1.[CH2:13]([C:16]1[CH:21]=[CH:20][C:19]([S:22](Cl)(=[O:24])=[O:23])=[CH:18][CH:17]=1)[CH2:14][CH3:15]>>[Cl:1][C:2]1[S:6][C:5]([C:7]2[N:8]=[C:9]([NH:12][S:22]([C:19]3[CH:20]=[CH:21][C:16]([CH2:13][CH2:14][CH3:15])=[CH:17][CH:18]=3)(=[O:24])=[O:23])[S:10][CH:11]=2)=[CH:4][CH:3]=1. Procedure details: The title compound was prepared from 4-(5-chloro-2-thienyl)-1,3-thiazol-2-amine and 4-n-propylbenzenesulfonyl chloride as described in the synthetic METHOD B to give a brown solid (16.4 mg) with purity >80%. MS (pos) m/z 399.2.